Dataset: the Open Reaction Database (ORD), a public repository of structured organic reaction records. Task: describe an organic reaction: reactants, conditions, products, and yield The reactants are CC1=CC=C(C=C1)S(=O)(=O)OCC2CCC(O2)COS(=O)(=O)C3=CC=C(C=C3)C (2,5-Anhydro-3,4-dideoxy-1,6-bis-O-[(4-methylphenyl)sulfonyl]hexitol), C(C1=CC=CC=C1)N (benzylamine). Run in C1(=CC=CC=C1)C (toluene). The product is C(C1=CC=CC=C1)N1CC2CCC(C1)O2 (3-Benzyl-8-oxa-3-azabicyclo[3.2.1]octane). As a reaction SMILES: CC1C=CC(S(O[CH2:12][CH:13]2[O:17][CH:16]([CH2:18]OS(C3C=CC(C)=CC=3)(=O)=O)[CH2:15][CH2:14]2)(=O)=O)=CC=1.[CH2:30]([NH2:37])[C:31]1[CH:36]=[CH:35][CH:34]=[CH:33][CH:32]=1>C1(C)C=CC=CC=1>[CH2:30]([N:37]1[CH2:12][CH:13]2[O:17][CH:16]([CH2:15][CH2:14]2)[CH2:18]1)[C:31]1[CH:36]=[CH:35][CH:34]=[CH:33][CH:32]=1. Procedure details: 112 g (250 mmol) of 2,5-anhydro-3,4-dideoxy-1,6-bis-O-[(4-methylphenyl)sulfonyl]-hexitol from step 1 and 90.7 g (840 mmol) of benzylamine in 500 ml of toluene are heated under reflux for 20 hours. The precipitate is then filtered off with suction and washed with toluene. The combined toluene phases are concentrated in a rotary evaporator and distilled in vacuo. After a benzylamine fore-run, the product is obtained. Starting materials: CCOC(=O)C1CCC(Nc2nccc(-n3ccc4c(OCCCS(N)(=O)=O)cccc43)n2)CC1, C1CCOC1, CCO, [Li+], [OH-], O, O. Product: NS(=O)(=O)CCCOc1cccc2c1ccn2-c1ccnc(NC2CCC(C(=O)O)CC2)n1. As a reaction SMILES: [CH2:1]([CH3:2])[O:3][C:4](=[O:5])[CH:6]1[CH2:7][CH2:8][CH:9]([NH:12][c:13]2[n:14][cH:15][cH:16][c:17](-[n:19]3[cH:20][cH:21][c:22]4[c:23]([O:28][CH2:29][CH2:30][CH2:31][S:32]([NH2:33])(=[O:34])=[O:35])[cH:24][cH:25][cH:26][c:27]34)[n:18]2)[CH2:10][CH2:11]1.[CH2:43]1[O:44][CH2:45][CH2:46][CH2:47]1.[CH3:40][CH2:41][OH:42].[Li+:37].[OH-:36].[OH2:38].[OH2:39]>>[O:3]=[C:4]([OH:5])[CH:6]1[CH2:7][CH2:8][CH:9]([NH:12][c:13]2[n:14][cH:15][cH:16][c:17](-[n:19]3[cH:20][cH:21][c:22]4[c:23]([O:28][CH2:29][CH2:30][CH2:31][S:32]([NH2:33])(=[O:34])=[O:35])[cH:24][cH:25][cH:26][c:27]34)[n:18]2)[CH2:10][CH2:11]1. Reactants: COC=1C=C(C=CC1OC)CN (3,4-Dimethoxybenzenemethanamine), C(C1=CC=CC=C1)=O (benzaldehyde), CI (Methyl iodide). Solvent: C(C)O (ethanol). The product is COC=1C=C(C=CC1OC)CNC (3,4-Dimethoxy-N-methylbenzenemethanamine). Isolated yield 63.7%. RXN SMILES: [CH3:1][O:2][C:3]1[CH:4]=[C:5]([CH2:11][NH2:12])[CH:6]=[CH:7][C:8]=1[O:9][CH3:10].[CH:13](=O)C1C=CC=CC=1.CI>C(O)C>[CH3:1][O:2][C:3]1[CH:4]=[C:5]([CH2:11][NH:12][CH3:13])[CH:6]=[CH:7][C:8]=1[O:9][CH3:10]. Procedure: 3,4-Dimethoxybenzenemethanamine (100 g) was mixed with benzaldehyde (64 g), and rotoevaporated to give an oil. Methyl iodide (75 ml) was then added and the mixture was heated for 48 h at 40° and then boiled with 80% ethanol (800 ml) for 3 h. After half of the ethanol had evaporated, the solution was treated with ether (1 liter) to give a solid that was filtered, washed with ether, treated with dilute sodium hydroxide and extracted with ether to give the title compound (69 g) as an oil that was d... The reactants are CC(C)c1cccc(C(C)C)c1N=Cc1cccc(-c2c(CNC(C)(C)C)ccc3ccccc23)n1, [BH3-]C#N, CO, O=CO, [Na+], O. The product is CC(C)c1cccc(C(C)C)c1NCc1cccc(-c2c(CNC(C)(C)C)ccc3ccccc23)n1. RXN SMILES: [C:1]([CH3:2])([CH3:3])([CH3:4])[NH:5][CH2:6][c:7]1[c:8](-[c:17]2[cH:18][cH:19][cH:20][c:21]([CH:23]=[N:24][c:25]3[c:26]([CH:34]([CH3:35])[CH3:36])[cH:27][cH:28][cH:29][c:30]3[CH:31]([CH3:32])[CH3:33])[n:22]2)[c:9]2[cH:10][cH:11][cH:12][cH:13][c:14]2[cH:15][cH:16]1.[C:39]([BH3-:40])#[N:41].[CH3:37][OH:38].[CH:43]([OH:44])=[O:45].[Na+:42].[OH2:46]>>[C:1]([CH3:2])([CH3:3])([CH3:4])[NH:5][CH2:6][c:7]1[c:8](-[c:17]2[cH:18][cH:19][cH:20][c:21]([CH2:23][NH:24][c:25]3[c:26]([CH:34]([CH3:35])[CH3:36])[cH:27][cH:28][cH:29][c:30]3[CH:31]([CH3:32])[CH3:33])[n:22]2)[c:9]2[cH:10][cH:11][cH:12][cH:13][c:14]2[cH:15][cH:16]1.